From a dataset of the Open Reaction Database (ORD), a public repository of structured organic reaction records. describe an organic reaction: reactants, conditions, products, and yield Reactants: O(C)C=1C=C(C(CC(=O)O)=CC1)C(=O)O (4-methoxylhomophthalic acid), C(C)(=O)OC(C)=O (acetic anhydride). The solvent is C1(=CC=CC=C1)C (toluene). The product is O(C)C=1C=C2C(CC(=O)OC2=O)=CC1 (4-methoxyl homophthalic anhydride). The yield is 110.1%. Reaction SMILES: [O:1]([C:3]1[CH:4]=[C:5]([C:13]([OH:15])=[O:14])[C:6](=[CH:11][CH:12]=1)[CH2:7][C:8]([OH:10])=O)[CH3:2].C(OC(=O)C)(=O)C>C1(C)C=CC=CC=1>[O:1]([C:3]1[CH:4]=[C:5]2[C:13](=[O:14])[O:15][C:8](=[O:10])[CH2:7][C:6]2=[CH:11][CH:12]=1)[CH3:2]. Procedure details: 1.1 g (5.2 mmol) of 4-methoxylhomophthalic acid (IIb) was dissolved in 20 ml toluene, and 0.7 ml (7.9 mmol) of acetic anhydride was added. The mixture was heated to the reflux temperature and reacted for 0.5 h. Then, the reaction mixture was cooled to the room temperature and concentrated to dry in a reduced pressure to obtain 1.1 g of a pale yellow solid with the yield of 100%. m.p. 142-143° C. The reactants are CC(C(=O)OCC)C(=O)OCC (diethyl methylmalonate), [H-].[Na+] (sodium hydride), three, ClC1=NC=C(N=C1)C1=CC=CC=C1 (2-chloro-5--phenylpyrazine), CCCCCC (hexane), ice. Run in O (water), CN(C=O)C (dimethylformamide). Reaction conditions: temperature 50 celsius. Product: CC(C(=O)OCC)(C(=O)OCC)C1=NC=C(N=C1)C1=CC=CC=C1 (diethyl α-methyl-5-phenylpyrazinylmalonate). Reaction SMILES: [H-].[Na+].CCCCCC.[CH3:9][CH:10]([C:16]([O:18][CH2:19][CH3:20])=[O:17])[C:11]([O:13][CH2:14][CH3:15])=[O:12].Cl[C:22]1[CH:27]=[N:26][C:25]([C:28]2[CH:33]=[CH:32][CH:31]=[CH:30][CH:29]=2)=[CH:24][N:23]=1>CN(C)C=O.O>[CH3:9][C:10]([C:22]1[CH:27]=[N:26][C:25]([C:28]2[CH:33]=[CH:32][CH:31]=[CH:30][CH:29]=2)=[CH:24][N:23]=1)([C:11]([O:13][CH2:14][CH3:15])=[O:12])[C:16]([O:18][CH2:19][CH3:20])=[O:17] |f:0.1|. Procedure: A sodium hydride-mineral oil suspension (54%; 3.1 g., 0.069 mole) is stirred with three 50 ml. portions of dry hexane, each portion being pipetted out to remove the mineral oil. Dimethylformamide (30 ml., previously distilled and dried over a molecular sieve) is added through a pressure equalized addition funnel while a slow stream of nitrogen is passed through the mixture. The reaction vessel is cooled in an ice-bath while diethyl methylmalonate (12 g., 0.069 mole) is added dropwise to the stir... Starting materials: ClC1=C(C=C(C=C1)Cl)C (2,5-dichlorotoluene), COC(CCCBr)(OC)OC (trimethyl 4-bromoorthobutyrate). Reaction SMILES: [Cl:1][C:2]1[CH:7]=[CH:6][C:5]([Cl:8])=[CH:4][C:3]=1[CH3:9].[CH3:10][O:11][C:12](OC)([O:17]C)[CH2:13][CH2:14][CH2:15]Br>>[Cl:1][C:2]1[CH:7]=[CH:6][C:5]([Cl:8])=[CH:4][C:3]=1[CH2:9][CH2:15][CH2:14][CH2:13][C:12]([O:11][CH3:10])=[O:17]. Procedure details: The anion of 2,5-dichlorotoluene was reacted with trimethyl 4-bromoorthobutyrate to produce methyl 5-(2,5-dichlorophenyl)pentanoate after mild hydrolytic work-up. Competitor A was prepared by LiOH hydrolysis of the methyl ester. Product: ClC1=C(C=C(C=C1)Cl)CCCCC(=O)OC (methyl 5-(2,5-dichlorophenyl)pentanoate). Starting materials: ligand, C(CCC)[Li] (n-butyllithium), CCCCCC (hexane). Solvent: O1CCCC1 (tetrahydofuran). Reaction conditions: temperature -78 celsius, time 3 hour. The product is CC=1CC2=CC=CC=C2C1 (2-Methylindene). As a reaction SMILES: [CH2:1]([Li])[CH2:2][CH2:3][CH3:4].[CH3:6][CH2:7][CH2:8][CH2:9][CH2:10][CH3:11]>O1CCCC1>[CH3:4][C:3]1[CH2:11][C:10]2[C:1]([CH:2]=1)=[CH:6][CH:7]=[CH:8][CH:9]=2. Procedure: The ligand (1.0 g) obtained from the previous procedure was dissolved in anhydrous tetrahydofuran (40 ml) and a solution of n-butyllithium in hexane (1.6M, 4.4 ml) was and stirred for 3 hours. The solvents were removed under vacuum to obtain a off-white solid which was washed with dry hexane under nitrogen atmosphere. The solid was cooled to −78° C. and methylene chloride prechilled to −78° C. was added followed by a slurry of zirconium tetrachloride in methylene chloride which was also prechill... Reactants: CC(C)(C)OCC(O)CC(=O)CC(=O)OC(C)(C)C, CCO, [H][H]. The product is CC(C)(C)OCC(O)CC(O)CC(=O)OC(C)(C)C. As a reaction SMILES: [C:1]([CH3:2])([CH3:3])([CH3:4])[O:5][CH2:6][CH:7]([CH2:8][C:9]([CH2:10][C:11](=[O:12])[O:13][C:14]([CH3:15])([CH3:16])[CH3:17])=[O:18])[OH:19].[CH3:22][CH2:23][OH:24].[H:20][H:21]>>[C:1]([CH3:2])([CH3:3])([CH3:4])[O:5][CH2:6][CH:7]([CH2:8][CH:9]([CH2:10][C:11](=[O:12])[O:13][C:14]([CH3:15])([CH3:16])[CH3:17])[OH:18])[OH:19]. Starting materials: OC1=C2C(=CC(OC2=CC(=C1)O)=O)CCC (5,7-dihydroxy-4-propylcoumarin), [Cl-].[Al+3].[Cl-].[Cl-] (aluminum chloride), [N+](=O)([O-])C1=CC=CC=C1 (nitrobenzene), C(CC)(=O)Cl (propionyl chloride), C(CC)(=O)Cl (propionyl chloride). Solvent: C(=S)=S (carbon disulfide), C(C)(=O)OCC.CCCCCC (ethyl acetate hexane), C(=S)=S (carbon disulfide). Run at temperature 0 celsius, time 1 hour. Product: OC1=C2C(=CC(OC2=C(C(=C1)O)C(CC)=O)=O)CCC (5,7-Dihydroxy-8-propionyl-4-propylcoumarin). Reaction SMILES: [OH:1][C:2]1[CH:11]=[C:10]([OH:12])[CH:9]=[C:8]2[C:3]=1[C:4]([CH2:14][CH2:15][CH3:16])=[CH:5][C:6](=[O:13])[O:7]2.[Cl-].[Al+3].[Cl-].[Cl-].[N+](C1C=CC=CC=1)([O-])=O.[C:30](Cl)(=[O:33])[CH2:31][CH3:32]>C(=S)=S.C(OCC)(=O)C.CCCCCC>[OH:1][C:2]1[CH:11]=[C:10]([OH:12])[C:9]([C:30](=[O:33])[CH2:31][CH3:32])=[C:8]2[C:3]=1[C:4]([CH2:14][CH2:15][CH3:16])=[CH:5][C:6](=[O:13])[O:7]2 |f:1.2.3.4,8.9|. Reported procedure: A three-neck flask (500 mL) equipped with an efficient methanical stirrer, thermometer and addition funnel was charged with 5,7-dihydroxy-4-propylcoumarin, 2, (25.0 g, 0.113 mol), aluminum chloride (62.1 g; 0.466 mol), and nitrobenzene (150 mL) and the mixture was stirred until a solution was obtained, which was cooled to 0° C. in an ice bath. A solution of propionyl chloride (15.2 g; 0.165 mol) in carbon disulfide (50 mL) was added dropwise at such a rate that the reaction temperature was maint...